Task: describe an organic reaction: reactants, conditions, products, and yield. Dataset: the Open Reaction Database (ORD), a public repository of structured organic reaction records Reactants: C(=O)=O (dry ice), [K] (potassium), CI (Methyl iodide), CC1=C(C(=CC(=C1)OCC1=CC=CC=C1)C)CC1N(C(OC1=O)C1=CC=CC=C1)C(=O)OCC1=CC=CC=C1 (Phenylmethyl 4-[[2,6-dimethyl-4-(phenylmethoxy)phenyl]methyl]-5-oxo-2-phenyl-3-oxazolidinecarboxylate). Solvent: C1(=CC=CC=C1)C (toluene), C1CCOC1 (THF), C1CCOC1 (THF). Reaction conditions: time 30 minute. The product is CC1=C(C(=CC(=C1)OCC1=CC=CC=C1)C)CC1(N(C(OC1=O)C1=CC=CC=C1)C(=O)OCC1=CC=CC=C1)C (phenylmethyl 4-[[2,6-dimethyl-4-(phenylmethoxy)phenyl]methyl]-4-methyl-5-oxo-2-phenyl-3-oxazolidinecarboxylate). RXN SMILES: [C:1](=[O:3])=[O:2].[K].[CH3:5][C:6]1[CH:11]=[C:10]([O:12][CH2:13][C:14]2[CH:19]=[CH:18][CH:17]=[CH:16][CH:15]=2)[CH:9]=[C:8]([CH3:20])[C:7]=1[CH2:21][CH:22]1[C:26](=O)O[CH:24]([C:28]2[CH:33]=[CH:32][CH:31]=[CH:30][CH:29]=2)[N:23]1[C:34]([O:36][CH2:37][C:38]1[CH:43]=[CH:42][CH:41]=[CH:40][CH:39]=1)=[O:35].CI>C1(C)C=CC=CC=1.C1COCC1>[CH3:20][C:8]1[CH:9]=[C:10]([O:12][CH2:13][C:14]2[CH:15]=[CH:16][CH:17]=[CH:18][CH:19]=2)[CH:11]=[C:6]([CH3:5])[C:7]=1[CH2:21][C:22]1([CH3:26])[C:1](=[O:3])[O:2][CH:24]([C:28]2[CH:29]=[CH:30][CH:31]=[CH:32][CH:33]=2)[N:23]1[C:34]([O:36][CH2:37][C:38]1[CH:43]=[CH:42][CH:41]=[CH:40][CH:39]=1)=[O:35] |^1:3|. Procedure details: A 500 ml round bottom flask fitted with a magnetic stirrer, thermometer, dropping funnel, and y-tube (connected to an N2 inlet and a drying tube outlet) was charged with dry THF (150 ml), which was cooled (dry ice bath) to -60°. A solution of potassium hexamethyldislazane in toluene (0.653M, 21.0 ml, Callery Chemical Company, Callery, Pa.) was added all at once. The solution was cooled back to -70°, and a solution of the title compound of Example 53 (5.5 g, 10.6 mmol) in THF (100 ml) was added d... The reactants are C1(=CC=CC=C1)NC1=NC=CC(=C1N)C1=CC=CC=C1 (N2,4-diphenylpyridine-2,3-diamine), C(C)OC=C(C#N)C#N (ethoxymethylene malononitrile). The solvent is C(C)(C)O (isopropanol). Product: C1(=CC=CC=C1)N1C=NC=2C1=NC=CC2C2=CC=CC=C2 (3.7-diphenyl-3H-imidazo[4,5-b]pyridine). Yield: 75.0%. RXN SMILES: [C:1]1([NH:7][C:8]2[C:13]([NH2:14])=[C:12]([C:15]3[CH:20]=[CH:19][CH:18]=[CH:17][CH:16]=3)[CH:11]=[CH:10][N:9]=2)[CH:6]=[CH:5][CH:4]=[CH:3][CH:2]=1.[CH2:21](OC=C(C#N)C#N)C>C(O)(C)C>[C:1]1([N:7]2[C:8]3=[N:9][CH:10]=[CH:11][C:12]([C:15]4[CH:16]=[CH:17][CH:18]=[CH:19][CH:20]=4)=[C:13]3[N:14]=[CH:21]2)[CH:6]=[CH:5][CH:4]=[CH:3][CH:2]=1. Reported procedure: 0.70 mol of N2,4-diphenylpyridine-2,3-diamine and 2.56 mol of ethoxymethylene malononitrile were added in 10 ml of isopropanol, and refluxed for 6 hours. The solution was removed and was purified by using column chromatography to thereby produce a solid crystalline product at a yield of 75%. The reactants are C(C#C)C1CCN(CC1)C(=O)OC1=C(C=CC=C1)Cl (2-Chlorophenyl 4-(prop-2-ynyl)piperidine-1-carboxylate), IC=1N=C(C=2N=CN([C@H]3[C@H](O)[C@H](O)[C@@H](CO)O3)C2N1)N (2-iodoadenosine). Product: ClC1=C(OC(=O)N2CCC(CC2)CC#CC=2N=C(C=3N=CN([C@H]4[C@H](O)[C@H](O)[C@@H](CO)O4)C3N2)N)C=CC=C1 (2-{3-[1-((2-Chloro)phenoxycarbanoyl)piperidin-4-yl]propyn-1-yl}adenosine). Reaction SMILES: [CH2:1]([CH:4]1[CH2:9][CH2:8][N:7]([C:10]([O:12][C:13]2[CH:18]=[CH:17][CH:16]=[CH:15][C:14]=2[Cl:19])=[O:11])[CH2:6][CH2:5]1)[C:2]#[CH:3].I[C:21]1[N:22]=[C:23]([NH2:39])[C:24]2[N:25]=[CH:26][N:27]([C:37]=2[N:38]=1)[C@@H:28]1[O:36][C@H:33]([CH2:34][OH:35])[C@@H:31]([OH:32])[C@H:29]1[OH:30]>>[Cl:19][C:14]1[CH:15]=[CH:16][CH:17]=[CH:18][C:13]=1[O:12][C:10]([N:7]1[CH2:8][CH2:9][CH:4]([CH2:1][C:2]#[C:3][C:21]2[N:22]=[C:23]([NH2:39])[C:24]3[N:25]=[CH:26][N:27]([C:37]=3[N:38]=2)[C@@H:28]2[O:36][C@H:33]([CH2:34][OH:35])[C@@H:31]([OH:32])[C@H:29]2[OH:30])[CH2:5][CH2:6]1)=[O:11]. Procedure details: 2-Chlorophenyl 4-(prop-2-ynyl)piperidine-1-carboxylate (0.588 g, 2.117 mmol) was added to a solution of 2-iodoadenosine (0.602 g, 1.531 mmol) according to general procedure 2: yield 733 mg, 88%. 1H NMR (CD3OD) δ 8.30 (s, 1H), 7.45-7.40, 7.33-7.26, 7.22-7.16 (3×m, 4H), 5.95 (d, 1H, J=6.3 Hz), 4.74 (t, 1H), 4.41-4.30 (m, 2H), 4.20-4.11 (m, 2H), 3.94-3.86, 3.78-3.71, (2×m, 2H), 3.08, 2.92 (2×br t, 2H), 2.43 (d, 2H, J=6.2 Hz), 2.01-1.78, 1.54-1.28 (2×m, 5H). 13C NMR (CD3OD) δ 157.2, 154.3, 150.1, 14... Reactants: Br (Hydrobromic acid), BrC1=C(C(=C(C=O)C=C1)OC)F (4-bromo-3-fluoro-2-methoxybenzaldehyde). The solvent is C(C)(=O)O (acetic acid). Reaction conditions: temperature 120 celsius, time 16 hour. Yields the product BrC1=C(C(=C(C=O)C=C1)O)F (4-Bromo-3-fluoro-2-hydroxybenzaldehyde). Yield: 70.4%. Reaction SMILES: Br.[Br:2][C:3]1[CH:10]=[CH:9][C:6]([CH:7]=[O:8])=[C:5]([O:11]C)[C:4]=1[F:13]>C(O)(=O)C>[Br:2][C:3]1[CH:10]=[CH:9][C:6]([CH:7]=[O:8])=[C:5]([OH:11])[C:4]=1[F:13]. Procedure details: 48% Hydrobromic acid (254 mL) was added to a solution of 4-bromo-3-fluoro-2-methoxybenzaldehyde (52.3 g) in acetic acid (350 mL) at room temperature. The mixture was stirred at 120° C. under nitrogen atmosphere for 16 hours and concentrated in vacuo. The residue was diluted with ethyl acetate and water. The mixture was extracted with ethyl acetate. The organic layer was separated, washed with water and brine, dried over anhydrous magnesium sulfate and concentrated in vacuo. The residue was tritu... The reactants are 1c, COC(CN1C(=CC2=CC(=CC=C12)F)C)=O ((5-fluoro-2-methylindol-1-yl)acetic acid methyl ester), ClC1=CC=C(C=C1)S(=O)(=O)C1=NC=CC=C1C=O (2-(4-chlorobenzenesulfonyl)pyridine-3-carbaldehyde). The product is COC(CN1C(=C(C2=CC(=CC=C12)F)CC=1C(=NC=CC1)S(=O)(=O)C1=CC=C(C=C1)Cl)C)=O ({3-[2-(4-chlorobenzenesulfonyl)pyridin-3-ylmethyl]-5-fluoro-2-methylindol-1-yl}acetic acid methyl ester). RXN SMILES: [CH3:1][O:2][C:3](=[O:16])[CH2:4][N:5]1[C:13]2[C:8](=[CH:9][C:10]([F:14])=[CH:11][CH:12]=2)[CH:7]=[C:6]1[CH3:15].[Cl:17][C:18]1[CH:23]=[CH:22][C:21]([S:24]([C:27]2[C:32]([CH:33]=O)=[CH:31][CH:30]=[CH:29][N:28]=2)(=[O:26])=[O:25])=[CH:20][CH:19]=1>>[CH3:1][O:2][C:3](=[O:16])[CH2:4][N:5]1[C:13]2[C:8](=[CH:9][C:10]([F:14])=[CH:11][CH:12]=2)[C:7]([CH2:33][C:32]2[C:27]([S:24]([C:21]3[CH:22]=[CH:23][C:18]([Cl:17])=[CH:19][CH:20]=3)(=[O:26])=[O:25])=[N:28][CH:29]=[CH:30][CH:31]=2)=[C:6]1[CH3:15]. Reported procedure: The title compound was prepared by the method of Preparation 1c using (5-fluoro-2-methylindol-1-yl)acetic acid methyl ester and 2-(4-chlorobenzenesulfonyl)pyridine-3-carbaldehyde. Starting materials: C(CO)O (ethylene glycol), COC1=CC=C(C=C1)C1=C(OC=2N=CN=C(C21)OCCCCCC#N)C2=CC=CC=C2 (6-{[5-(4-methoxyphenyl)-6-phenylfuro[2,3-d]pyrimidin-4-yl]oxy}hexanenitrile), C(CCC)[Sn](CCCC)=O (di-n-butyltin oxide), C[Si](C)(C)N=[N+]=[N-] (trimethylsilylazide). The solvent is C1(=CC=CC=C1)C (toluene). Run at time 1 hour. Product: COC1=CC=C(C=C1)C1=C(OC=2N=CN=C(C21)OCCCCCC2=NN=NN2)C2=CC=CC=C2 (5-(4-Methoxyphenyl)-6-phenyl-4-{[5-(1H-tetrazol-5-yl)pentyl]oxy}-furo[2,3-d]pyrimidine). Reaction SMILES: [CH3:1][O:2][C:3]1[CH:8]=[CH:7][C:6]([C:9]2[C:17]3[C:16]([O:18][CH2:19][CH2:20][CH2:21][CH2:22][CH2:23][C:24]#[N:25])=[N:15][CH:14]=[N:13][C:12]=3[O:11][C:10]=2[C:26]2[CH:31]=[CH:30][CH:29]=[CH:28][CH:27]=2)=[CH:5][CH:4]=1.C([Sn](=O)CCCC)CCC.C[Si]([N:46]=[N+:47]=[N-:48])(C)C.C(O)CO>C1(C)C=CC=CC=1>[CH3:1][O:2][C:3]1[CH:4]=[CH:5][C:6]([C:9]2[C:17]3[C:16]([O:18][CH2:19][CH2:20][CH2:21][CH2:22][CH2:23][C:24]4[NH:48][N:47]=[N:46][N:25]=4)=[N:15][CH:14]=[N:13][C:12]=3[O:11][C:10]=2[C:26]2[CH:27]=[CH:28][CH:29]=[CH:30][CH:31]=2)=[CH:7][CH:8]=1. Reported procedure: Stir 1.00 g (2.1 mmol) 6-{[5-(4-methoxyphenyl)-6-phenylfuro[2,3-d]pyrimidin-4-yl]oxy}hexanenitrile, 0.79 g (3.2 mmol) di-n-butyltin oxide and 3.68 g (32 mmol) trimethylsilylazide in 44 ml toluene overnight at 80° C. Then add 1 ml ethylene glycol, stir for 1 h under reflux and then concentrate by evaporation. Take up the residue in ethyl acetate, wash with dilute hydrochloric acid and with sodium chloride solution, dry, and concentrate by evaporation. Purify the raw product by RP-HPLC (column: Gr... The reactants are C[Si](Cl)(Cl)C1=CC=CC=C1 (methylphenyldichlorosilane), C[Si](Cl)(Cl)C (dimethyldichlorosilane). Product: C[SiH2]C1=CC=CC=C1.C[SiH2]C (methylphenylsilane dimethylsilane). RXN SMILES: [CH3:1][Si:2]([C:5]1[CH:10]=[CH:9][CH:8]=[CH:7][CH:6]=1)(Cl)Cl.[CH3:11][Si:12]([CH3:15])(Cl)Cl>>[CH3:1][SiH2:2][C:5]1[CH:10]=[CH:9][CH:8]=[CH:7][CH:6]=1.[CH3:11][SiH2:12][CH3:15] |f:2.3|. Procedure details: The procedure of Reference Example 2 was followed, but using a mixture of 60 g methylphenyldichlorosilane and 90 g dimethyldichlorosilane in place of the methylphenyldichlorosilane used in Reference Example 2. The product was a methylphenylsilanedimethylsilane copolymer with an average molecular weight of 40,000 and a softening point of 125 degrees Centigrade.